From a dataset of the Open Reaction Database (ORD), a public repository of structured organic reaction records. describe an organic reaction: reactants, conditions, products, and yield The reactants are C(CC\C=C/C\C=C/C\C=C/C\C=C/C\C=C/C\C=C/CC)(=O)O ((4Z,7Z,10Z,13Z,16Z,19Z)-docosa-4,7,10,13,16,19-hexaenoic acid), NCCNC(OC(C)(C)C)=O (tert-butyl 2-aminoethylcarbamate), CCN=C=NCCCN(C)C (EDCI). Solvent: CC#N (CH3CN). Conditions: time 2 hour. Yields the product C(CC\C=C/C\C=C/C\C=C/C\C=C/C\C=C/C\C=C/CC)(=O)NCCNC(OC(C)(C)C)=O (tert-butyl 2-(4Z,7Z,10Z,13Z,16Z,19Z)-docosa-4,7,10,13,16,19-hexaenamidoethylcarbamate). RXN SMILES: [C:1]([OH:24])(=O)[CH2:2][CH2:3]/[CH:4]=[CH:5]\[CH2:6]/[CH:7]=[CH:8]\[CH2:9]/[CH:10]=[CH:11]\[CH2:12]/[CH:13]=[CH:14]\[CH2:15]/[CH:16]=[CH:17]\[CH2:18]/[CH:19]=[CH:20]\[CH2:21][CH3:22].[NH2:25][CH2:26][CH2:27][NH:28][C:29](=[O:35])[O:30][C:31]([CH3:34])([CH3:33])[CH3:32].CCN=C=NCCCN(C)C>CC#N>[C:1]([NH:25][CH2:26][CH2:27][NH:28][C:29](=[O:35])[O:30][C:31]([CH3:33])([CH3:32])[CH3:34])(=[O:24])[CH2:2][CH2:3]/[CH:4]=[CH:5]\[CH2:6]/[CH:7]=[CH:8]\[CH2:9]/[CH:10]=[CH:11]\[CH2:12]/[CH:13]=[CH:14]\[CH2:15]/[CH:16]=[CH:17]\[CH2:18]/[CH:19]=[CH:20]\[CH2:21][CH3:22]. Procedure details: (4Z,7Z,10Z,13Z,16Z,19Z)-docosa-4,7,10,13,16,19-hexaenoic acid (1 mmol) was taken up in CH3CN (5 mL) along with tert-butyl 2-aminoethylcarbamate (1 mmol) and EDCI (1.1 mmol). The resulting reaction mixture was stirred at room temperature for 2 h. It was then washed with brine, dried over Na2SO4, filtered and concentrated under reduced pressure. Purification by silica gel chromatography (CH2Cl2) afforded tert-butyl 2-(4Z,7Z,10Z,13Z,16Z,19Z)-docosa-4,7,10,13,16,19-hexaenamidoethylcarbamate. Reactants: O=C([O-])[O-], CN(C)C=O, CCOCC, O=C([O-])C(F)(F)Cl, Oc1c(F)cccc1Cl, Cl, [K+], [K+], [Na+], O. Product: Fc1cccc(Cl)c1OC(F)F. Reaction SMILES: [C:10](=[O:11])([O-:12])[O-:13].[CH3:24][N:25]([CH3:26])[CH:27]=[O:28].[CH3:31][CH2:32][O:33][CH2:34][CH3:35].[Cl:16][C:17]([C:18]([O-:19])=[O:20])([F:21])[F:22].[Cl:1][c:2]1[c:3]([OH:9])[c:4]([F:8])[cH:5][cH:6][cH:7]1.[ClH:30].[K+:14].[K+:15].[Na+:23].[OH2:29]>>[Cl:1][c:2]1[c:3]([O:9][CH:17]([F:21])[F:22])[c:4]([F:8])[cH:5][cH:6][cH:7]1. Starting materials: B (borane), ClN1C=2C=3N(C4=C(C1)CCCC4)C4=C(C3C(CC2)=O)C=NC=C4 (6-chloro-1,2,3,4-tetrahydropyrido[4',3':2,3]indolo[1,7-ab][1,4]benzodiazepin-9(8H)-one). The solvent is O1CCCC1 (tetrahydrofuran), C1CCOC1 (THF). The product is ClN1C=2C=3N(C4=C(C1)CCCC4)C4=C(C3CCC2)C=NC=C4 (6-Chloro-1,2,3,4,8,9-hexahydropyrido[4',3':2,3]indolo[1,7-ab][1,4]benzodiazepine). Reaction SMILES: B.[Cl:2][N:3]1[CH2:9][C:8]2[CH2:10][CH2:11][CH2:12][CH2:13][C:7]=2[N:6]2[C:14]3[CH:24]=[CH:23][N:22]=[CH:21][C:15]=3[C:16]3[C:17](=O)[CH2:18][CH:19]=[C:4]1[C:5]=32>C1COCC1>[Cl:2][N:3]1[CH2:9][C:8]2[CH2:10][CH2:11][CH2:12][CH2:13][C:7]=2[N:6]2[C:14]3[CH:24]=[CH:23][N:22]=[CH:21][C:15]=3[C:16]3[CH2:17][CH2:18][CH:19]=[C:4]1[C:5]=32. Reported procedure: A solution of borane in THF (1 M, 90 ml) was added carefully to a stirred solution-suspension of 6-chloro-1,2,3,4-tetrahydropyrido[4',3':2,3]indolo[1,7-ab][1,4]benzodiazepin-9(8H)-one (Example I-3; 14.4 g) in tetrahydrofuran (200 ml) and the resulting mixture refluxed for 2 hours, cooled and the excess of borane destroyed by dropwise addition of 3 N hydrochloric acid. The mixture was then evaporated to dryness under reduced pressure and the residue refluxed with 3 N hydrochloric acid (200 ml) fo... Starting materials: ethyl ester, O1C(CCC2=CC=CC=C12)C(=O)O (chroman-2-carboxylic acid), C(C=C)N (2-propenamine). The product is C(C=C)NC(=O)C1OC2=C(CC1)C=CC=C2 (3,4-Dihydro-N-(2-propenyl)-2H-1-benzopyran-2-carboxamide). As a reaction SMILES: [O:1]1[C:10]2[C:5](=[CH:6][CH:7]=[CH:8][CH:9]=2)[CH2:4][CH2:3][CH:2]1[C:11]([OH:13])=O.[CH2:14]([NH2:17])[CH:15]=[CH2:16]>>[CH2:14]([NH:17][C:11]([CH:2]1[CH2:3][CH2:4][C:5]2[CH:6]=[CH:7][CH:8]=[CH:9][C:10]=2[O:1]1)=[O:13])[CH:15]=[CH2:16]. Procedure: 3 Was prepared as white crystals, mp: 76°-77° C. from the ethyl ester of chroman-2-carboxylic acid (Witiak et al. (1971)) and 2-propenamine, by the procedure described in the last paragraph of Example 2.